Dataset: the Open Reaction Database (ORD), a public repository of structured organic reaction records. Task: describe an organic reaction: reactants, conditions, products, and yield Reactants: [Cl-].[NH4+] (ammonium chloride), CC1=CC(=NC=C1)N1CCN(CC1)S(=O)(=O)C (1-(4-Methyl-2-pyridyl)-4-methylsulfonyl-piperazine), P(=O)(OCC)(OCC)Cl (Diethyl chlorophosphate), C[Si](C)(C)[N-][Si](C)(C)C.[Li+] (Lithium bis(trimethylsilyl)amide). Solvent: C1CCOC1 (THF). Conditions: temperature -78 celsius, time 1 hour. The product is C(C)OP(=O)(OCC)CS(=O)(=O)N1CCN(CC1)C1=NC=CC(=C1)C (1-(Diethoxyphosphorylmethylsulfonyl)-4-(4-methyl-2-pyridyl)piperazine). Isolated yield 81.1%. As a reaction SMILES: [CH3:1][C:2]1[CH:7]=[CH:6][N:5]=[C:4]([N:8]2[CH2:13][CH2:12][N:11]([S:14]([CH3:17])(=[O:16])=[O:15])[CH2:10][CH2:9]2)[CH:3]=1.C[Si]([N-][Si](C)(C)C)(C)C.[Li+].[P:28](Cl)([O:33][CH2:34][CH3:35])([O:30][CH2:31][CH3:32])=[O:29].[Cl-].[NH4+]>C1COCC1>[CH2:31]([O:30][P:28]([CH2:17][S:14]([N:11]1[CH2:12][CH2:13][N:8]([C:4]2[CH:3]=[C:2]([CH3:1])[CH:7]=[CH:6][N:5]=2)[CH2:9][CH2:10]1)(=[O:16])=[O:15])([O:33][CH2:34][CH3:35])=[O:29])[CH3:32] |f:1.2,4.5|. Procedure: 1-(4-Methyl-2-pyridyl)-4-methylsulfonyl-piperazine (1.16 g, 4.54 mmol) was dissolved in anhydrous THF (80 ml) and cooled under nitrogen to −78° C. Lithium bis(trimethylsilyl)amide (1M in THF, 14 ml, 14 mmol) was added dropwise and the mixture was stirred at −78° C. for one hour. Diethyl chlorophosphate (3.1 g, 18 mmol) was added dropwise and stirring was continued for one hour at −78° C., after which the mixture was allowed to reach room temperature over three hours. A saturated solution of ammo... The reactants are COC(C1=CC=C(C(=C1)OC)O)=O (4-hydroxy-5-methoxy-benzoic acid methyl ester), methyl-tricapryl ammonium chloride, tide compound, C1(=CC=C(C=C1)S(=O)(=O)OCCCl)C (2-chloroethyl p-toluene sulfonate), C([O-])([O-])=O.[K+].[K+] (potassium carbonate). Reported procedure: By using an identical method as above 77 g of 4-hydroxy-5-methoxy-benzoic acid methyl ester, 99.2 g of 2-chloroethyl p-toluene sulfonate, 77.7 g of potassium carbonate, and 1.7 g (4.1 mmol) of methyl-tricapryl ammonium chloride was converted to 91.6 g of the tide compound: mass spectrum (electrospray, m/e,): M+H 245.0 Yields the product COC(C1=CC=C(C(=C1)OC)OCCCl)=O (4-(2-Chloro-ethoxy)-5-methoxy -benzoic acid methyl ester). As a reaction SMILES: [CH3:1][O:2][C:3](=[O:13])[C:4]1[CH:9]=[C:8]([O:10][CH3:11])[C:7]([OH:12])=[CH:6][CH:5]=1.C1(C)C=CC(S(O[CH2:24][CH2:25][Cl:26])(=O)=O)=CC=1.C(=O)([O-])[O-].[K+].[K+]>>[CH3:1][O:2][C:3](=[O:13])[C:4]1[CH:9]=[C:8]([O:10][CH3:11])[C:7]([O:12][CH2:24][CH2:25][Cl:26])=[CH:6][CH:5]=1 |f:2.3.4|.